Dataset: the Open Reaction Database (ORD), a public repository of structured organic reaction records. Task: describe an organic reaction: reactants, conditions, products, and yield The reactants are O=C([O-])[O-], CC(C)N(C(=O)CCl)c1cc(OCc2ccccc2)ccc1NC(=O)c1ccccc1-c1ccc(C(F)(F)F)cc1, CCOC(C)=O, [I-], [K+], [K+], [Na+], CN(C)C=O. The product is CC(C)N1C(=O)CN(C(=O)c2ccccc2-c2ccc(C(F)(F)F)cc2)c2ccc(OCc3ccccc3)cc21. Reaction SMILES: [C:42](=[O:43])([O-:44])[O-:45].[CH2:1]([c:2]1[cH:3][cH:4][cH:5][cH:6][cH:7]1)[O:8][c:9]1[cH:10][c:11]([N:34]([CH:35]([CH3:36])[CH3:37])[C:38]([CH2:39][Cl:40])=[O:41])[c:12]([NH:15][C:16](=[O:17])[c:18]2[c:19](-[c:24]3[cH:25][cH:26][c:27]([C:30]([F:31])([F:32])[F:33])[cH:28][cH:29]3)[cH:20][cH:21][cH:22][cH:23]2)[cH:13][cH:14]1.[CH3:55][CH2:56][O:57][C:58](=[O:59])[CH3:60].[I-:49].[K+:46].[K+:47].[Na+:48].[O:50]=[CH:51][N:52]([CH3:53])[CH3:54]>>[CH2:1]([c:2]1[cH:3][cH:4][cH:5][cH:6][cH:7]1)[O:8][c:9]1[cH:10][c:11]2[c:12]([cH:13][cH:14]1)[N:15]([C:16](=[O:17])[c:18]1[c:19](-[c:24]3[cH:25][cH:26][c:27]([C:30]([F:31])([F:32])[F:33])[cH:28][cH:29]3)[cH:20][cH:21][cH:22][cH:23]1)[CH2:39][C:38](=[O:41])[N:34]2[CH:35]([CH3:36])[CH3:37]. As a reaction SMILES: CCCCCCCCCC(O)=O.CCCCCCCC(O)=O.[CH3:23][CH2:24][CH2:25][CH2:26][CH2:27][CH2:28][CH2:29][CH2:30][CH2:31][CH2:32][CH2:33][CH2:34][CH2:35][CH2:36][CH2:37][CH2:38][CH2:39][CH2:40][CH2:41][CH2:42][CH2:43][C:44]([O:46][CH2:47][CH:48]([OH:51])[CH2:49][OH:50])=[O:45]>>[C:44]([OH:46])(=[O:45])[CH2:43][CH2:42][CH2:41][CH2:40][CH2:39][CH2:38][CH2:37][CH2:36][CH2:35][CH2:34][CH2:33][CH2:32][CH2:31][CH2:30][CH2:29][CH2:28][CH2:27][CH2:26][CH2:25][CH2:24][CH3:23].[OH:46][CH2:47][CH:48]([CH2:49][OH:50])[OH:51] |f:3.4|. Procedure: Typically, about 118 kg of a mixture of C10:0 and C8:0 fatty acids (55:45 weight ratio) is preheated to the esterification temperature and adjusted to the requisite pressure. This fatty acid mixture is used to esterify about 16.8 kg of monobehenin at an 18:1 acid to monobehenin mole ratio at esterification temperature 245° C. (The monobehenin is commercially produced by molecular distillation of behenic acid/glycerol reaction products and comprises 98.1% monoglyceride, 0.5% diglyceride, 0.1% fre... The product is C(CCCCCCCCCCCCCCCCCCCCC)(=O)O.OCC(O)CO (behenic acid glycerol). Starting materials: CCCCCCCCCCCCCCCCCCCCCC(=O)OCC(CO)O (monobehenin), mixture, fatty acid, CCCCCCCCCCCCCCCCCCCCCC(=O)OCC(CO)O (monobehenin), CCCCCCCCCC(=O)O (C10:0), CCCCCCCC(=O)O (C8:0), CCCCCCCCCCCCCCCCCCCCCC(=O)OCC(CO)O (monobehenin). Starting materials: [H-].[Na+] (Sodium hydride), [Cl-].[NH4+] (ammonium chloride), C(C)OC(C(C)(C)O)=O (2-hydroxy-2-methyl-propionic acid ethyl ester), C(C=C)Br (Allyl bromide). Solvent: CN(C=O)C (N,N-dimethylformamide), C(C)OCC (Diethyl ether). Run at temperature 0 celsius, time 5 minute. The product is C(C)OC(C(C)(C)OCC=C)=O (2-Allyloxy-2-methyl-propionic acid ethyl ester). Yield: 75.2%. RXN SMILES: [CH2:1]([O:3][C:4](=[O:9])[C:5]([OH:8])([CH3:7])[CH3:6])[CH3:2].[H-].[Na+].[CH2:12](Br)[CH:13]=[CH2:14].[Cl-].[NH4+]>CN(C)C=O.C(OCC)C>[CH2:1]([O:3][C:4](=[O:9])[C:5]([O:8][CH2:14][CH:13]=[CH2:12])([CH3:7])[CH3:6])[CH3:2] |f:1.2,4.5|. Reported procedure: A solution of 2-hydroxy-2-methyl-propionic acid ethyl ester (2.64 g, 2.7 mL, 20 mmol) in N,N-dimethylformamide (20 mL) was stirred at 0° C. under nitrogen. Sodium hydride (60% dispersion in oil, 880 mg, 22 mmol) was added and the reaction mixture was stirred at 0° C. for 5 min. Allyl bromide (2.18 g, 1.6 mL, 18 mmol) was added and the reaction mixture was stirred at 0° C. for 30 min and then at room temperature for 18 h. The reaction mixture was cooled to 0° C. and saturated ammonium chloride so... Reactants: CCOC(=O)c1ccc2cc(C3CC(C)(C)c4ccccc4C3O)ccc2c1, [CH2]C, CCOC(=O)c1ccc2cc(-c3ccc4c(c3)C(O)CCC4(C)C)ccc2c1. The product is CC1(C)CC(c2ccc3cc(C(=O)O)ccc3c2)C(O)c2ccccc21. As a reaction SMILES: [CH2:1]([CH3:2])[O:3][C:4](=[O:5])[c:6]1[cH:7][c:8]2[cH:9][cH:10][c:11]([CH:16]3[CH2:17][C:18]([CH3:27])([CH3:28])[c:19]4[cH:20][cH:21][cH:22][cH:23][c:24]4[CH:25]3[OH:26])[cH:12][c:13]2[cH:14][cH:15]1.[CH2:29][CH3:30].[CH3:31][C:32]1([CH3:33])[CH2:34][CH2:35][CH:36]([OH:37])[c:38]2[cH:39][c:40](-[c:41]3[cH:42][c:43]4[c:44]([cH:45][cH:46]3)[cH:47][c:48]([C:49]([O:50][CH2:51][CH3:52])=[O:53])[cH:54][cH:55]4)[cH:56][cH:57][c:58]21>>[O:3]=[C:4]([OH:5])[c:6]1[cH:7][c:8]2[cH:9][cH:10][c:11]([CH:16]3[CH2:17][C:18]([CH3:27])([CH3:28])[c:19]4[cH:20][cH:21][cH:22][cH:23][c:24]4[CH:25]3[OH:26])[cH:12][c:13]2[cH:14][cH:15]1. The reactants are CON=C(CC1=CC=C(C=C1)F)C1=CC=CC=C1 (2-(4-fluorophenyl)-1-phenyl-1-ethanone-O-methyl oxime), B.C1CCOC1 (borane THF), N1=CC=CC=C1 (pyridine), CCOC(=O)C (EtOAc). Run in C1CCOC1 (THF). Conditions: temperature 25 celsius, time 16 hour. Yields the product NC(CC1=CC=C(C=C1)F)C1=CC=CC=C1 (1-Amino-2-(4-fluorophenyl)-1-phenylethane). Isolated yield 66.0%. RXN SMILES: CO[N:3]=[C:4]([C:13]1[CH:18]=[CH:17][CH:16]=[CH:15][CH:14]=1)[CH2:5][C:6]1[CH:11]=[CH:10][C:9]([F:12])=[CH:8][CH:7]=1.B.C1COCC1.N1C=CC=CC=1.CCOC(C)=O>C1COCC1>[NH2:3][CH:4]([C:13]1[CH:18]=[CH:17][CH:16]=[CH:15][CH:14]=1)[CH2:5][C:6]1[CH:11]=[CH:10][C:9]([F:12])=[CH:8][CH:7]=1 |f:1.2|. Reported procedure: To a solution of 2-(4-fluorophenyl)-1-phenyl-1-ethanone-O-methyl oxime (1.34 g, 4.62 mmol) in 30 ml dry THF under nitrogen was added borane-THF complex (1.0M in THF, 23.1 ml, 23.1 mmol) and dry pyridine (10 ml) by syringe at 25° C. The resulting bi-phasic solution was refluxed with vigorous magnetic stirring for 16 hours. After the reaction was cooled to 25° C. and was quenched with 10% NaOH solution, hexanes (50 ml) were added and the layers were separated. The aqueous portion was extracted wit... The reactants are CN(/C=C/C(=O)C1=NN(C=CC1=O)C1=CC=C(C=C1)S(=O)(=O)C)C (3-((E)-3-Dimethylamino-acryloyl)-1-(4-methansulfonyl-phenyl)-1H-pyridazin-4-one), C1(=CC=CC=C1)NN (phenylhydrazine). Yields the product CS(=O)(=O)C1=CC=C(C=C1)N1N=C(C(C=C1)=O)C=1N(N=CC1)C1=CC=CC=C1 (1-(4-Methanesulfonyl-phenyl)-3-(2-phenyl-2H-pyrazol-3-yl)-1H-pyridazin-4-one). Reaction SMILES: C[N:2](C)/[CH:3]=[CH:4]/[C:5]([C:7]1[C:12](=[O:13])[CH:11]=[CH:10][N:9]([C:14]2[CH:19]=[CH:18][C:17]([S:20]([CH3:23])(=[O:22])=[O:21])=[CH:16][CH:15]=2)[N:8]=1)=O.[C:25]1([NH:31]N)[CH:30]=[CH:29][CH:28]=[CH:27][CH:26]=1>>[CH3:23][S:20]([C:17]1[CH:18]=[CH:19][C:14]([N:9]2[CH:10]=[CH:11][C:12](=[O:13])[C:7]([C:5]3[N:31]([C:25]4[CH:30]=[CH:29][CH:28]=[CH:27][CH:26]=4)[N:2]=[CH:3][CH:4]=3)=[N:8]2)=[CH:15][CH:16]=1)(=[O:22])=[O:21]. Procedure: The product was obtained starting from 3-((E)-3-Dimethylamino-acryloyl)-1-(4-methansulfonyl-phenyl)-1H-pyridazin-4-one (A-16) and phenylhydrazine according to the method described for example 43. MS: M=393.1 (M+H)+ The reactants are CCN(C(C)C)C(C)C (DIEA), CC(=O)[C@@H]1C[C@@H](C1(C)C)CC(=O)O (cis-Pinonic acid), C(C(=O)Cl)(=O)Cl (oxalyl chloride). The reagents and catalysts are CN(C)C=O (DMF). Solvent: C(C)(C)(C)O (t-Butanol). Conditions: time 3 hour. Product: C(C)(C)(C)OC(CC1C(C(C1)C(C)=O)(C)C)=O (3-Acetyl-2,2-dimethylcyclobutylacetic acid tert-butyl ester). The yield is 92.1%. RXN SMILES: [CH3:1][C:2]([C@H:4]1[C:7]([CH3:9])([CH3:8])[C@@H:6]([CH2:10][C:11]([OH:13])=[O:12])[CH2:5]1)=[O:3].[C:14](Cl)(=O)C(Cl)=O.CCN([CH:26]([CH3:28])[CH3:27])C(C)C>CN(C=O)C.C(O)(C)(C)C>[C:26]([O:12][C:11](=[O:13])[CH2:10][CH:6]1[CH2:5][CH:4]([C:2](=[O:3])[CH3:1])[C:7]1([CH3:8])[CH3:9])([CH3:28])([CH3:14])[CH3:27]. Procedure: S-Pinonic acid 5 (39.9 g, 216 mmol) was dissolved in a solution of oxalyl chloride (222 mL, 444 mmol, 2.0 M in CH2Cl2) and a few drops of DMF were then added. The solution was stirred at room temperature for 3 h, and the solvent was removed in vacuo. t-Butanol (389 mL) and DIEA (42.8 mL, 244 mmol) were added and the reaction mixture was stirred at room temperature for 16 hour before removing the solvent in vacuo. EtOAc (500 mL) was added to the slurry and was subsequently washed with H2O (500 mL... The reactants are C[Si](C)(C)Cl, CC#N, COC=Cc1cccc(-c2nsc(-c3ccc(OC(C)C)c(Cl)c3)n2)c1OC, [I-], [Na+]. Product: COc1c(CC=O)cccc1-c1nsc(-c2ccc(OC(C)C)c(Cl)c2)n1. As a reaction SMILES: [CH3:31][Si:32]([Cl:33])([CH3:34])[CH3:35].[CH3:36][C:37]#[N:38].[Cl:1][c:2]1[cH:3][c:4](-[c:12]2[n:13][c:14](-[c:17]3[c:18]([O:27][CH3:28])[c:19]([CH:23]=[CH:24][O:25][CH3:26])[cH:20][cH:21][cH:22]3)[n:15][s:16]2)[cH:5][cH:6][c:7]1[O:8][CH:9]([CH3:10])[CH3:11].[I-:30].[Na+:29]>>[Cl:1][c:2]1[cH:3][c:4](-[c:12]2[n:13][c:14](-[c:17]3[c:18]([O:27][CH3:28])[c:19]([CH2:23][CH:24]=[O:25])[cH:20][cH:21][cH:22]3)[n:15][s:16]2)[cH:5][cH:6][c:7]1[O:8][CH:9]([CH3:10])[CH3:11].